This data is from the Open Reaction Database (ORD), a public repository of structured organic reaction records. The task is: describe an organic reaction: reactants, conditions, products, and yield The reactants are ClCc1cccc(Cl)c1, O=c1[nH]c(=O)n(C2CC(O)C(CO)O2)cc1F, [K+], C1COCCO1, [OH-], O. The product is O=c1[nH]c(=O)n(C2CC(OCc3cccc(Cl)c3)C(CO)O2)cc1F. Reaction SMILES: [Cl:20][c:21]1[cH:22][c:23]([CH2:24][Cl:25])[cH:26][cH:27][cH:28]1.[F:3][c:4]1[c:5](=[O:19])[nH:6][c:7](=[O:18])[n:8]([CH:9]2[CH2:10][CH:11]([OH:12])[CH:13]([CH2:14][OH:15])[O:16]2)[cH:17]1.[K+:2].[O:30]1[CH2:31][CH2:32][O:33][CH2:34][CH2:35]1.[OH-:1].[OH2:29]>>[F:3][c:4]1[c:5](=[O:19])[nH:6][c:7](=[O:18])[n:8]([CH:9]2[CH2:10][CH:11]([O:12][CH2:24][c:23]3[cH:22][c:21]([Cl:20])[cH:28][cH:27][cH:26]3)[CH:13]([CH2:14][OH:15])[O:16]2)[cH:17]1. The reactants are BrC=1C=C(C=NC1)CO ((5-bromopyridin-3-yl)methanol), O1C(=CC=C1)B(O)O (2-furanboronic acid), [Cl-].[Li+] (lithium chloride), C([O-])([O-])=O.[Cs+].[Cs+] (cesium carbonate), C1(CCCCC1)P(C1=C(C=CC=C1)C1=C(C=CC=C1OC)OC)C1CCCCC1 (2-dicyclohexylphosphino-2′,6′-dimethoxybiphenyl). Reagents/catalysts: C(C)(=O)[O-].[Pd+2].C(C)(=O)[O-] (palladium acetate). Solvent: O1CCOCC1 (dioxane). The product is O1C(=CC=C1)C=1C=C(C=NC1)CO ((5-(2-furyl)pyridin-3-yl)methanol). Yield: 41.9%. RXN SMILES: Br[C:2]1[CH:3]=[C:4]([CH2:8][OH:9])[CH:5]=[N:6][CH:7]=1.[O:10]1[CH:14]=[CH:13][CH:12]=[C:11]1B(O)O.[Cl-].[Li+].C(=O)([O-])[O-].[Cs+].[Cs+].C1(P(C2CCCCC2)C2C=CC=CC=2C2C(OC)=CC=CC=2OC)CCCCC1>O1CCOCC1.C([O-])(=O)C.[Pd+2].C([O-])(=O)C>[O:10]1[CH:14]=[CH:13][CH:12]=[C:11]1[C:2]1[CH:3]=[C:4]([CH2:8][OH:9])[CH:5]=[N:6][CH:7]=1 |f:2.3,4.5.6,9.10.11|. Procedure details: To a solution of 0.10 g of (5-bromopyridin-3-yl)methanol in 5 mL of dioxane, 72 mg of 2-furanboronic acid, 67 mg of lithium chloride, 0.51 g of cesium carbonate, 5.4 mg of palladium acetate and 20 mg of 2-dicyclohexylphosphino-2′,6′-dimethoxybiphenyl were added at room temperature, and the mixture was heated under reflux for 1 hour 30 minutes under a nitrogen atmosphere. The reaction mixture was cooled to room temperature, and the solvent was then distilled off under reduced pressure. The result... Starting materials: CCCCCCCCCCCCO, ClCC1CO1, [Na+], [OH-], O, O=S(=O)(O)C(F)(F)F. The product is CCCCCCCCCCCCOCC1CO1. RXN SMILES: [CH2:1]([CH2:2][CH2:3][CH2:4][CH2:5][CH2:6][CH2:7][CH2:8][CH2:9][CH2:10][CH2:11][CH3:12])[OH:13].[Cl:22][CH2:23][CH:24]1[CH2:25][O:26]1.[Na+:28].[OH-:27].[OH2:29].[OH:14][S:15]([C:16]([F:17])([F:18])[F:19])(=[O:20])=[O:21]>>[CH2:1]([CH2:2][CH2:3][CH2:4][CH2:5][CH2:6][CH2:7][CH2:8][CH2:9][CH2:10][CH2:11][CH3:12])[O:13][CH2:23][CH:24]1[CH2:25][O:26]1. Starting materials: P(=O)([O-])([O-])[O-] (phosphate), solution, [F-].C(CCC)[N+](CCCC)(CCCC)CCCC (tetra-n-butylammonium fluoride), C[Si](Cl)(C)C (trimethylchlorosilane), P(=O)(OC1=CC=CC=C1)(OC1=CC=CC=C1)Cl (diphenyl chlorophosphate), C(C=C)OC(=O)CN1C(CC1)=O (1-(allyloxycarbonylmethyl)-2-azetidinone), solution, C[Si](C)(C)[N-][Si](C)(C)C.[Na+] (sodium bis(trimethylsilyl)amide). The solvent is O1CCCC1 (tetrahydrofuran), CN(C=O)C (dimethylformamide), O1CCCC1 (tetrahydrofuran), O1CCCC1 (tetrahydrofuran). Reaction conditions: temperature -50 celsius, time 10 minute. Product: C(C=C)OC(=O)C1=CC([C@H]2N1C(C2)=O)C (1-methylcarbapen-2-em-3-carboxylic acid allyl ester). As a reaction SMILES: [CH2:1]([O:4][C:5]([CH2:7][N:8]1[CH2:11][CH2:10][C:9]1=[O:12])=[O:6])[CH:2]=[CH2:3].C[Si]([N-][Si](C)(C)C)(C)C.[Na+].C[Si](C)(C)Cl.P(Cl)(OC1C=CC=CC=1)(O[C:31]1[CH:36]=CC=C[CH:32]=1)=O.[F-].C([N+](CCCC)(CCCC)CCCC)CCC.P([O-])([O-])([O-])=O>O1CCCC1.CN(C)C=O>[CH2:1]([O:4][C:5]([C:7]1[N:8]2[C:9](=[O:12])[CH2:10][C@H:11]2[CH:31]([CH3:36])[CH:32]=1)=[O:6])[CH:2]=[CH2:3] |f:1.2,5.6|. Procedure details: A solution of (3S,4S)-3-[(1R)-1-t-butyldimethylsilyloxyethyl]-4-{(1R)-1-]((4R)-pyrrolidine-2-thion-4-ylthio)carbonyl]-ethyl}-1-(allyloxycarbonylmethyl)-2-azetidinone (1.028 g) in tetrahydrofuran (6 ml) is added dropwise to 1M solution (6.6 ml) of sodium bis(trimethylsilyl)amide in tetrahydrofuran at -60° C. to -50° C. over a period of 5 minutes. The mixture is stirred at -50° C. for 10 minutes, and thereto is added trimethylchlorosilane (0.58 ml) at -60° C. The mixture is stirred at the same tem... Reactants: NC=1C(=NC(=CN1)C1=CC=C(C=C1)S(=O)(=O)C(C)C)C1=NN=C(O1)C1=C(C=C(C=C1)CN(C(OC(C)(C)C)=O)C)Cl (tert-butyl N-[[4-[5-[3-amino-6-(4-isopropylsulfonylphenyl)pyrazin-2-yl]-1,3,4-oxadiazol-2-yl]-3-chloro-phenyl]methyl]-N-methyl-carbamate), C1(=CC=CC=C1)C=CC(C=CC1=CC=CC=C1)=O (1,5-diphenylpenta-1,4-dien-3-one), C(=O)(C(F)(F)F)O (TFA), [OH-].[K+] (potassium hydroxide), C1(=CC=CC=C1)C=CC(C=CC1=CC=CC=C1)=O (1,5-diphenylpenta-1,4-dien-3-one), C(C)(C)(C)P(C1=C(C=CC=C1)C1=C(C=C(C=C1C(C)C)C(C)C)C(C)C)C(C)(C)C (di-tert-butyl-[2-(2,4,6-triisopropylphenyl)phenyl]phosphane), C(C)(C)(C)P(C1=C(C=CC=C1)C1=C(C=C(C=C1C(C)C)C(C)C)C(C)C)C(C)(C)C (ditert-butyl-[2-(2,4,6-triisopropylphenyl)phenyl]phosphane), [OH-].[K+] (potassium hydroxide). Reagents/catalysts: [Pd] (palladium), [Pd] (palladium). Solvent: O1CCOCC1 (dioxane). Conditions: temperature 100 celsius, time 1 hour. The product is NC=1C(=NC(=CN1)C1=CC=C(C=C1)S(=O)(=O)C(C)C)C1=NN=C(O1)C1=C(C=C(C=C1)CNC)O (2-[5-[3-amino-6-(4-isopropylsulfonylphenyl)pyrazin-2-yl]-1,3,4-oxadiazol-2-yl]-5-(methylaminomethyl)phenol). Isolated yield 18.0%. As a reaction SMILES: [NH2:1][C:2]1[C:3]([C:20]2[O:24][C:23]([C:25]3[CH:30]=[CH:29][C:28]([CH2:31][N:32]([CH3:40])C(=O)OC(C)(C)C)=[CH:27][C:26]=3Cl)=[N:22][N:21]=2)=[N:4][C:5]([C:8]2[CH:13]=[CH:12][C:11]([S:14]([CH:17]([CH3:19])[CH3:18])(=[O:16])=[O:15])=[CH:10][CH:9]=2)=[CH:6][N:7]=1.C1(C=CC(=[O:59])C=CC2C=CC=CC=2)C=CC=CC=1.C(P(C(C)(C)C)C1C=CC=CC=1C1C(C(C)C)=CC(C(C)C)=CC=1C(C)C)(C)(C)C.[OH-].[K+].C(O)(C(F)(F)F)=O>O1CCOCC1.[Pd]>[NH2:1][C:2]1[C:3]([C:20]2[O:24][C:23]([C:25]3[CH:30]=[CH:29][C:28]([CH2:31][NH:32][CH3:40])=[CH:27][C:26]=3[OH:59])=[N:22][N:21]=2)=[N:4][C:5]([C:8]2[CH:13]=[CH:12][C:11]([S:14]([CH:17]([CH3:19])[CH3:18])(=[O:16])=[O:15])=[CH:10][CH:9]=2)=[CH:6][N:7]=1 |f:3.4|. Procedure: To a solution of tert-butyl N-[[4-[5-[3-amino-6-(4-isopropylsulfonylphenyl)pyrazin-2-yl]-1,3,4-oxadiazol-2-yl]-3-chloro-phenyl]methyl]-N-methyl-carbamate (130 mg, 0.2170 mmol) in dioxane (3 mL) was added of 1,5-diphenylpenta-1,4-dien-3-one; palladium (6.239 mg, 0.01085 mmol), di-tert-butyl-[2-(2,4,6-triisopropylphenyl)phenyl]phosphane (13.82 mg, 0.03255 mmol) and potassium hydroxide (434.0 μL of 1 M, 0.4340 mmol). The resulting mixture was heated to 100° C. for 2 h. Additional 1,5-diphenylpenta-...